Task: describe an organic reaction: reactants, conditions, products, and yield. Dataset: the Open Reaction Database (ORD), a public repository of structured organic reaction records The reactants are NC(=O)c1ccc(C(=O)O)cc1, c1ccc2c(c1)CCC1NCCCC21. Yields the product NC(=O)c1ccc(C(=O)N2CCCC3c4ccccc4CCC32)cc1. Reaction SMILES: [C:1]([c:2]1[cH:3][cH:4][c:5]([C:6](=[O:7])[NH2:8])[cH:9][cH:10]1)(=[O:11])[OH:12].[CH2:13]1[CH2:14][CH2:15][NH:16][CH:17]2[CH2:18][CH2:19][c:20]3[c:21]([cH:23][cH:24][cH:25][cH:26]3)[CH:22]12>>[C:1]([c:2]1[cH:3][cH:4][c:5]([C:6](=[O:7])[NH2:8])[cH:9][cH:10]1)(=[O:11])[N:16]1[CH2:15][CH2:14][CH2:13][CH:22]2[CH:17]1[CH2:18][CH2:19][c:20]1[c:21]2[cH:23][cH:24][cH:25][cH:26]1. Reactants: ClC=1C(=C(N(C=O)C(C(=O)OCC)=CO)C(=CC1)CC)C (ethyl 2-(3-chloro-6-ethyl-2-methyl-N-formylanilino)-3-hydroxy-acrylate), C(C1=CC=CC=C1)(=O)[O-].[NH4+] (ammonium benzoate), C=1(C(=CC=CC1)C)C.O (xylene water). The solvent is C1(=CC=CC=C1)C (toluene), C=1(C(=CC=CC1)C)C (xylene). Product: ClC=1C(=C(C(=CC1)CC)N1C=NC=C1C(=O)OCC)C (ethyl 1-(3-chloro-6-ethyl-2-methylphenyl)-imidazole-5-carboxylate). The yield is 76.4%. Reaction SMILES: [Cl:1][C:2]1[C:3]([CH3:21])=[C:4]([C:16]([CH2:19][CH3:20])=[CH:17][CH:18]=1)[N:5]([C:8](=[CH:14]O)[C:9]([O:11][CH2:12][CH3:13])=[O:10])[CH:6]=O.C([O-])(=O)C1C=CC=CC=1.[NH4+:31].C1(C)C(C)=CC=CC=1.O>C1(C)C(C)=CC=CC=1.C1(C)C=CC=CC=1>[Cl:1][C:2]1[C:3]([CH3:21])=[C:4]([N:5]2[C:8]([C:9]([O:11][CH2:12][CH3:13])=[O:10])=[CH:14][N:31]=[CH:6]2)[C:16]([CH2:19][CH3:20])=[CH:17][CH:18]=1 |f:1.2,3.4|. Procedure: 19.2 g (0.068 mol) of ethyl 2-(3-chloro-6-ethyl-2-methyl-N-formylanilino)-3-hydroxy-acrylate were heated to an internal temperature of 153° C. with 12.3 g (0.088 mol) of ammonium benzoate in 100 ml of xylene with removal of the xylene/water mixture by distillation. The mixture was allowed to cool and was taken up in toluene, and the organic phase was washed twice with 2N sodium hydroxide solution and twice with water, dried over sodium sulfate and evaporated. 15.2 g (85% of theory) of ethyl 1-(3... Yields the product CCOC(=O)c1nc(Br)c2c(-c3ccccc3)noc2c1O. Reactants: O=C(OOC(=O)c1ccccc1)c1ccccc1, ClC(Cl)(Cl)Cl, O=C1CCC(=O)N1Br, CCOC(=O)c1ncc2c(-c3ccccc3)noc2c1O. Reaction SMILES: [C:30]([O:31][O:32][C:33](=[O:34])[c:35]1[cH:36][cH:37][cH:38][cH:39][cH:40]1)(=[O:41])[c:42]1[cH:43][cH:44][cH:45][cH:46][cH:47]1.[C:48]([Cl:49])([Cl:50])([Cl:51])[Cl:52].[O:22]=[C:23]1[N:24]([Br:29])[C:25](=[O:26])[CH2:27][CH2:28]1.[OH:1][c:2]1[c:3]2[c:4]([cH:5][n:6][c:7]1[C:8](=[O:9])[O:10][CH2:11][CH3:12])[c:13](-[c:16]1[cH:17][cH:18][cH:19][cH:20][cH:21]1)[n:14][o:15]2>>[OH:1][c:2]1[c:3]2[c:4]([c:5]([Br:29])[n:6][c:7]1[C:8](=[O:9])[O:10][CH2:11][CH3:12])[c:13](-[c:16]1[cH:17][cH:18][cH:19][cH:20][cH:21]1)[n:14][o:15]2.